Dataset: the Open Reaction Database (ORD), a public repository of structured organic reaction records. Task: describe an organic reaction: reactants, conditions, products, and yield Reactants: ClC1=CC(=C(C=C1[N+](=O)[O-])N1C(N(C(=CC1=O)C(F)(F)F)C)=O)F (3-(4-chloro-2-fluoro-5-nitrophenyl)-1-methyl-6-trifluoromethyl-2,4-(1H,3H)-pyrimidinedione), C(C)(=O)O (acetic acid). The reagents and catalysts are [Fe] (iron). Run in C(C)O (ethanol). Product: NC=1C(=CC(=C(C1)N1C(N(C(=CC1=O)C(F)(F)F)C)=O)F)Cl (3-(5-amino-4-chloro-2-fluorophenyl)-1-methyl-6-trifluoromethyl-2,4-(1H,3H)pyrimidinedione). Isolated yield 93.9%. RXN SMILES: [Cl:1][C:2]1[C:7]([N+:8]([O-])=O)=[CH:6][C:5]([N:11]2[C:16](=[O:17])[CH:15]=[C:14]([C:18]([F:21])([F:20])[F:19])[N:13]([CH3:22])[C:12]2=[O:23])=[C:4]([F:24])[CH:3]=1.C(O)(=O)C>C(O)C.[Fe]>[NH2:8][C:7]1[C:2]([Cl:1])=[CH:3][C:4]([F:24])=[C:5]([N:11]2[C:16](=[O:17])[CH:15]=[C:14]([C:18]([F:21])([F:20])[F:19])[N:13]([CH3:22])[C:12]2=[O:23])[CH:6]=1. Procedure: Under a nitrogen atmosphere a solution of 3.0 grams (8.2 mmole) of 3-(4-chloro-2-fluoro-5-nitrophenyl)-1-methyl-6-trifluoromethyl-2,4-(1H,3H)-pyrimidinedione, and 20 mL of acetic acid in 80 mL of ethanol was stirred, and 1.8 grams (32 mmole) of iron powder was added. The reaction mixture was then heated under reflux for one hour, after which analysis by thin layer chromatography (TLC) indicated that the reaction was complete. The reaction mixture was concentrated under reduced pressure. The conc...